From a dataset of the Open Reaction Database (ORD), a public repository of structured organic reaction records. describe an organic reaction: reactants, conditions, products, and yield Reactants: [BH4-].[Na+] (sodium borohydride), C(C1=CC=CC=C1)OC1=C(C=C(C=C1F)C(C(C)N1CCC(CC1)(O)C1=CC=C(C=C1)C(F)(F)F)=O)F (1-(4-benzyloxy-3,5-difluorophenyl)-2-(4-(4-trifluoromethylphenyl)-4-hydroxypiperidin-1-yl)-propan-1-one). Run in C(C)O (ethanol). Run at time 10 minute. The product is C(C1=CC=CC=C1)OC1=C(C=C(C=C1F)[C@H]([C@@H](C)N1CCC(CC1)(O)C1=CC=C(C=C1)C(F)(F)F)O)F ((1R*,2R*)-1-(4-benzyloxy-3,5-difluorophenyl)-2-(4-(4-trifluormethylphenyl)-4-hydroxypiperidin-1-yl)-propan-1-ol). Yield: 64.6%. As a reaction SMILES: [BH4-].[Na+].[CH2:3]([O:10][C:11]1[C:16]([F:17])=[CH:15][C:14]([C:18](=[O:38])[CH:19]([N:21]2[CH2:26][CH2:25][C:24]([C:28]3[CH:33]=[CH:32][C:31]([C:34]([F:37])([F:36])[F:35])=[CH:30][CH:29]=3)([OH:27])[CH2:23][CH2:22]2)[CH3:20])=[CH:13][C:12]=1[F:39])[C:4]1[CH:9]=[CH:8][CH:7]=[CH:6][CH:5]=1>C(O)C>[CH2:3]([O:10][C:11]1[C:12]([F:39])=[CH:13][C:14]([C@@H:18]([OH:38])[C@H:19]([N:21]2[CH2:22][CH2:23][C:24]([C:28]3[CH:29]=[CH:30][C:31]([C:34]([F:35])([F:37])[F:36])=[CH:32][CH:33]=3)([OH:27])[CH2:25][CH2:26]2)[CH3:20])=[CH:15][C:16]=1[F:17])[C:4]1[CH:9]=[CH:8][CH:7]=[CH:6][CH:5]=1 |f:0.1|. Procedure details: A mixture of sodium borohydride (0.085 g, 2.25 mmol) and ethanol (5 mL) was stirred 10 min and then 1-(4-benzyloxy-3,5-difluorophenyl)-2-(4-(4-trifluoromethylphenyl)-4-hydroxypiperidin-1-yl)-propan-1-one (1.02 g, 1.96 mmol in 30 mL of ethanol) was added. The reaction was stirred at ambient temperature overnight. The white solid which precipitated was collected by filtration and dried to yield 0.66 g (65%) of (1R*,2R*)-1-(4-benzyloxy-3,5-difluorophenyl)-2-(4-(4-trifluormethylphenyl)-4-hydroxypipe... Reactants: Cc1cc(-c2cccc(C(=O)CC(=O)Nc3cc(C(F)(F)F)c(Cl)cc3NC(=O)OC(C)(C)C)c2)ccn1, ClCCl, O=C(O)C(F)(F)F. Yields the product Cc1cc(-c2cccc(C3=Nc4cc(Cl)c(C(F)(F)F)cc4NC(=O)C3)c2)ccn1. Reaction SMILES: [C:1]([O:2][C:3](=[O:4])[NH:7][c:8]1[c:9]([NH:19][C:20]([CH2:21][C:22](=[O:5])[c:24]2[cH:25][c:26](-[c:30]3[cH:31][c:32]([CH3:36])[n:33][cH:34][cH:35]3)[cH:27][cH:28][cH:29]2)=[O:37])[cH:10][c:11]([C:15]([F:16])([F:17])[F:18])[c:12]([Cl:14])[cH:13]1)([CH3:6])([CH3:23])[CH3:38].[Cl:46][CH2:47][Cl:48].[F:39][C:40]([F:41])([F:42])[C:43]([OH:44])=[O:45]>>[N:7]1=[C:22]([c:24]2[cH:25][c:26](-[c:30]3[cH:31][c:32]([CH3:36])[n:33][cH:34][cH:35]3)[cH:27][cH:28][cH:29]2)[CH2:21][C:20](=[O:37])[NH:19][c:9]2[c:8]1[cH:13][c:12]([Cl:14])[c:11]([C:15]([F:16])([F:17])[F:18])[cH:10]2.